The task is: describe an organic reaction: reactants, conditions, products, and yield. This data is from the Open Reaction Database (ORD), a public repository of structured organic reaction records. Reactants: NC=1C=2N(C=CN1)C(=NC2C=2C=CC(=C(C#N)C2)F)C2CCC2 (5-(8-amino-3-cyclobutylimidazo[1,5-a]pyrazin-1-yl)-2-fluorobenzonitrile), OOB(O)C1=CC=CC=C1 (hydroxyphenylboronic acid). The product is NC=1C=2N(C=CN1)C(=NC2C2=CC=C(C=C2)O)C2CCC2 (4-(8-Amino-3-cyclobutyl-imidazo[1,5-a]pyrazin-1-yl)-phenol). RXN SMILES: [NH2:1][C:2]1[C:3]2[N:4]([C:8]([CH:20]3[CH2:23][CH2:22][CH2:21]3)=[N:9][C:10]=2[C:11]2[CH:12]=[CH:13][C:14](F)=[C:15]([CH:18]=2)C#N)[CH:5]=[CH:6][N:7]=1.[OH:24]OB(C1C=CC=CC=1)O>>[NH2:1][C:2]1[C:3]2[N:4]([C:8]([CH:20]3[CH2:23][CH2:22][CH2:21]3)=[N:9][C:10]=2[C:11]2[CH:12]=[CH:13][C:14]([OH:24])=[CH:15][CH:18]=2)[CH:5]=[CH:6][N:7]=1. Procedure details: Prepared according to a Suzuki coupling procedure analogous to that described for synthesis of 5-(8-amino-3-cyclobutylimidazo[1,5-a]pyrazin-1-yl)-2-fluorobenzonitrile, except using 4 hydroxyphenylboronic acid. MS (ES+): m/z 281.17 (100)[MH+].